Dataset: the Open Reaction Database (ORD), a public repository of structured organic reaction records. Task: describe an organic reaction: reactants, conditions, products, and yield The reactants are CS(=O)(=O)N (methanesulfonamide), C1(CC1)S(=O)(=O)N (cyclopropanesulfonamide), C(#N)C1(C2CC3CC(CC1C3)C2)COC2=CC(=C(C(=O)O)C=C2C2CC2)F (4-((2-cyanoadamantan-2-yl)methoxy)-5-cyclopropyl-2-fluorobenzoic acid), C1(CC1)C=1C(=CC(=C(C(=O)O)C1)F)OC1CCC2(CC1)CCCCC2 (5-cyclopropyl-2-fluoro-4-(spiro[5.5]undecan-3-yloxy)benzoic acid). Product: C1(CC1)C=1C(=CC(=C(C(=O)NS(=O)(=O)C2CC2)C1)F)OC1CCC2(CC1)CCCCC2 (5-cyclopropyl-N-(cyclopropylsulfonyl)-2-fluoro-4-(spiro[5.5]undecan-3-yloxy)benzamide), solid. Isolated yield 34.0%. Reaction SMILES: C(C1(COC2C(C3CC3)=CC(C(O)=O)=C(F)C=2)C2CC3CC(CC1C3)C2)#N.[CH:28]1([C:31]2[C:32]([O:41][CH:42]3[CH2:47][CH2:46][C:45]4([CH2:52][CH2:51][CH2:50][CH2:49][CH2:48]4)[CH2:44][CH2:43]3)=[CH:33][C:34]([F:40])=[C:35]([CH:39]=2)[C:36]([OH:38])=O)[CH2:30][CH2:29]1.CS(N)(=O)=O.[CH:58]1([S:61]([NH2:64])(=[O:63])=[O:62])[CH2:60][CH2:59]1>>[CH:28]1([C:31]2[C:32]([O:41][CH:42]3[CH2:47][CH2:46][C:45]4([CH2:48][CH2:49][CH2:50][CH2:51][CH2:52]4)[CH2:44][CH2:43]3)=[CH:33][C:34]([F:40])=[C:35]([CH:39]=2)[C:36]([NH:64][S:61]([CH:58]2[CH2:60][CH2:59]2)(=[O:63])=[O:62])=[O:38])[CH2:30][CH2:29]1. Reported procedure: Following the procedure as described in Example 332 Step 7 and making non-critical variations to replace 4-((2-cyanoadamantan-2-yl)methoxy)-5-cyclopropyl-2-fluorobenzoic acid with 5-cyclopropyl-2-fluoro-4-(spiro[5.5]undecan-3-yloxy)benzoic acid, and making variations as required to replace methanesulfonamide with cyclopropanesulfonamide, the title compound was obtained as a white solid (0.034 g, 34%): 1H NMR (300 MHz, DMSO-d6) δ11.78 (s, 1H), 7.12 (d, J=8.5 Hz, 1H), 7.00 (d, J=13.3 Hz, 1H), 4.61... Starting materials: O1CCCC1 (tetrahydrofurane), [H-].[Al+3].[Li+].[H-].[H-].[H-] (lithium aluminum hydride), COC=1C=C2C(CC(OC2=CC1OC)(C)C)=O (6-methoxy-7-methoxy-2,2-dimethyl-4-chromanone). Yields the product COC=1C=C2C=CC(OC2=CC1OCC)(C)C (6-methoxy-7-ethoxy-2,2-dimethyl-2H-chromene). Yield: 88.0%. As a reaction SMILES: O1CCC[CH2:2]1.[H-].[Al+3].[Li+].[H-].[H-].[H-].[CH3:12][O:13][C:14]1[CH:15]=[C:16]2[C:21](=[CH:22][C:23]=1[O:24][CH3:25])[O:20][C:19]([CH3:27])([CH3:26])[CH2:18][C:17]2=O>>[CH3:12][O:13][C:14]1[CH:15]=[C:16]2[C:21](=[CH:22][C:23]=1[O:24][CH2:25][CH3:2])[O:20][C:19]([CH3:27])([CH3:26])[CH:18]=[CH:17]2 |f:1.2.3.4.5.6|. Procedure: In 80 ml of anhydrous tetrahydrofurane 5.0 g (20 millimoles) of 6-methoxy-7-methoxy-2,2-dimethyl-4-chromanone are dissolved whereupon 1.5 g of lithium aluminum hydride are added in small portions under stirring and the reaction mixture is heated to boiling for an hour. The reaction mixture is worked up according to Example 31. The product is purified by column chromatography. Thus 4.1 g of the desired compound are obtained in the form of a colorless oil, yield 88%. The reactants are C(CCCCCN=C=O)N=C=O (HDI), C(C1=CC=CC=C1)(=O)Cl (benzoyl chloride), C1(=CC=C(C=C1)S(=O)(=O)OC)C (methyl para-toluenesulfonate), polypropylene glycol. Conditions: time 3 hour. Product: C(C=C)(=O)O.NC(=O)OCC (Urethane Acrylate). As a reaction SMILES: C(N=C=O)CCCCC[N:7]=[C:8]=[O:9].[C:13](Cl)(=[O:20])[C:14]1[CH:19]=CC=CC=1.C1(C)C=CC(S(OC)(=O)=O)=CC=1>>[C:13]([OH:20])(=[O:9])[CH:14]=[CH2:19].[NH2:7][C:8]([O:20][CH2:13][CH3:14])=[O:9] |f:3.4|. Reported procedure: 1300 g of HDI (hexamethylene diisocyanate), 1.3 g of benzoyl chloride and 1.3 g of methyl para-toluenesulfonate are initially charged in a 41 four-neck flask while stirring. Within 3 hours, 1456 g of a difunctional polypropylene glycol polyether having a number-average molecular weight of 2000 g/mol are added at 80° C., and the mixture is stirred at the same temperature for a further 1 hour. Subsequently, the excess HDI was distilled off by thin-film distillation at 130° C. and 0.1 torr. The res... The reactants are C=Cc1cccc2c1ccn2S(=O)(=O)c1cc(C)ccc1OC, [O-][I+3]([O-])([O-])[O-], [Na+], C1COCCO1, O=[Os](=O)(=O)=O, O. The product is COc1ccc(C)cc1S(=O)(=O)n1ccc2c(C=O)cccc21. RXN SMILES: [CH3:1][O:2][c:3]1[c:4]([S:10](=[O:11])(=[O:12])[n:13]2[cH:14][cH:15][c:16]3[c:17]([CH:22]=[CH2:23])[cH:18][cH:19][cH:20][c:21]23)[cH:5][c:6]([CH3:9])[cH:7][cH:8]1.[I+3:24]([O-:25])([O-:26])([O-:27])[O-:28].[Na+:29].[O:30]1[CH2:31][CH2:32][O:33][CH2:34][CH2:35]1.[O:37]=[Os:38](=[O:39])(=[O:40])=[O:41].[OH2:36]>>[CH3:1][O:2][c:3]1[c:4]([S:10](=[O:11])(=[O:12])[n:13]2[cH:14][cH:15][c:16]3[c:17]([CH:22]=[O:25])[cH:18][cH:19][cH:20][c:21]23)[cH:5][c:6]([CH3:9])[cH:7][cH:8]1. Starting materials: CC(C)O, COCCOc1ccc2c(Cl)ncnc2c1, Cl, Cc1ccc(N)cc1O. Yields the product Cl, COCCOc1ccc2c(Nc3ccc(C)c(O)c3)ncnc2c1. RXN SMILES: [CH:27]([OH:28])([CH3:29])[CH3:30].[Cl:2][c:3]1[n:4][cH:5][n:6][c:7]2[cH:8][c:9]([O:13][CH2:14][CH2:15][O:16][CH3:17])[cH:10][cH:11][c:12]12.[ClH:1].[OH:18][c:19]1[cH:20][c:21]([NH2:22])[cH:23][cH:24][c:25]1[CH3:26]>>[ClH:2].[c:3]1([NH:22][c:21]2[cH:20][c:19]([OH:18])[c:25]([CH3:26])[cH:24][cH:23]2)[n:4][cH:5][n:6][c:7]2[cH:8][c:9]([O:13][CH2:14][CH2:15][O:16][CH3:17])[cH:10][cH:11][c:12]12. Yields the product O=C[C@H](O)[C@@H](O)[C@H](O)[C@H](O)C(=O)O (glucuronic acid). Reaction SMILES: [O:1]=O.[CH:3]1([OH:14])[CH:8]([OH:9])[CH:7]([OH:10])[CH:6]([OH:11])[CH:5]([OH:12])[CH:4]1[OH:13]>C1N(CCCS(O)(=O)=O)CCOC1>[O:14]=[CH:3][C@@H:8]([C@H:7]([C@@H:6]([C@@H:5]([C:4]([OH:13])=[O:1])[OH:12])[OH:11])[OH:10])[OH:9]. The reactants are O=O (oxygen), O=O (oxygen), O=O (oxygen), C1(C(C(C(C(C1O)O)O)O)O)O (myo-inositol), O=O (oxygen). Run in C1COCCN1CCCS(=O)(=O)O (MOPS). Procedure: The enzyme reaction was carried out in 0.7 L reactors with temperature, pH, agitation and dissolved oxygen control. A solution of 50 g/L myo-inositol in 50 mM MOPS at pH 6.5 (200 mL) was used in the standard protocol. Temperature was controlled at 15° C. Pure air, air enriched with oxygen or pure oxygen were used to supply enough oxygen for the reaction to proceed. The air was supplied either in the headspace of the reactor or was sparged into the liquid. The formation of glucuronic acid results... The reactants are Brc1ccccc1, CCCCCC1CCC(=CN(C)c2ccccc2)C1=O, Cc1ccccc1, O=C(C=Cc1ccccc1)C=Cc1ccccc1, O=C(C=Cc1ccccc1)C=Cc1ccccc1, O=C(C=Cc1ccccc1)C=Cc1ccccc1, [Pd], [Pd]. Product: CCCCCC1(c2ccccc2)CCC(=CN(C)c2ccccc2)C1=O. Reaction SMILES: [Br:21][c:22]1[cH:23][cH:24][cH:25][cH:26][cH:27]1.[CH2:1]([CH2:2][CH2:3][CH2:4][CH3:5])[CH:6]1[C:7](=[O:20])[C:8](=[CH:11][N:12]([c:13]2[cH:14][cH:15][cH:16][cH:17][cH:18]2)[CH3:19])[CH2:9][CH2:10]1.[CH3:84][c:85]1[cH:86][cH:87][cH:88][cH:89][cH:90]1.[O:30]=[C:31]([CH:32]=[CH:33][c:34]1[cH:35][cH:36][cH:37][cH:38][cH:39]1)[CH:40]=[CH:41][c:42]1[cH:43][cH:44][cH:45][cH:46][cH:47]1.[O:48]=[C:49]([CH:50]=[CH:51][c:52]1[cH:53][cH:54][cH:55][cH:56][cH:57]1)[CH:58]=[CH:59][c:60]1[cH:61][cH:62][cH:63][cH:64][cH:65]1.[O:66]=[C:67]([CH:68]=[CH:69][c:70]1[cH:71][cH:72][cH:73][cH:74][cH:75]1)[CH:76]=[CH:77][c:78]1[cH:79][cH:80][cH:81][cH:82][cH:83]1.[Pd:28].[Pd:29]>>[CH2:1]([CH2:2][CH2:3][CH2:4][CH3:5])[C:6]1([c:22]2[cH:23][cH:24][cH:25][cH:26][cH:27]2)[C:7](=[O:20])[C:8](=[CH:11][N:12]([c:13]2[cH:14][cH:15][cH:16][cH:17][cH:18]2)[CH3:19])[CH2:9][CH2:10]1. Starting materials: CC(OS(C)(=O)=O)C(F)(F)F, O=[N+]([O-])c1ccc(O)cc1. Yields the product CC(Oc1ccc(O)cc1)C(F)(F)F. Reaction SMILES: [CH3:1][S:2](=[O:3])(=[O:4])[O:5][CH:6]([CH3:7])[C:8]([F:9])([F:10])[F:11].[OH:12][c:13]1[cH:14][cH:15][c:16]([N+:19](=[O:20])[O-:21])[cH:17][cH:18]1>>[O:5]([CH:6]([CH3:7])[C:8]([F:9])([F:10])[F:11])[c:16]1[cH:15][cH:14][c:13]([OH:12])[cH:18][cH:17]1.